Dataset: the Open Reaction Database (ORD), a public repository of structured organic reaction records. Task: describe an organic reaction: reactants, conditions, products, and yield The reactants are C(=O)(N1C=NC=C1)N1C=NC=C1 (1,1′-carbonyldiimidazole), BrC1=C(C=NC=C1C(=O)O)Br (4,5-dibromonicotinic acid), C(C)O (Ethanol). The solvent is C(C)#N (acetonitrile). Run at time 3 hour. Yields the product C(C)OC(C1=CN=CC(=C1Br)Br)=O (4,5-dibromonicotinic Acid Ethyl Ester). The yield is 80.9%. RXN SMILES: [Br:1][C:2]1[C:7]([C:8]([OH:10])=[O:9])=[CH:6][N:5]=[CH:4][C:3]=1[Br:11].C(N1C=CN=C1)(N1[CH:18]=[CH:17]N=C1)=O.C(O)C>C(#N)C>[CH2:17]([O:9][C:8](=[O:10])[C:7]1[C:2]([Br:1])=[C:3]([Br:11])[CH:4]=[N:5][CH:6]=1)[CH3:18]. Reported procedure: A suspension of 4,5-dibromonicotinic acid (10 g, 36 mmol) in acetonitrile (160 mL) under nitrogen was treated with 1,1′-carbonyldiimidazole (8.65 g, 53.4 mmol) in portions over 10 min. The resulting mixture was stirred for 3 h at room temperature. Ethanol (24 mL) was added and the mixture was heated to 55° C. for 16 h. The solution was then filtered and the filtrate evaporated in vacuo. The residual oil was dissolved in ethyl acetate and the solution was washed with water followed by brine. The ... Reactants: COc1ccccc1CNc1cc(Br)c2cc(Cl)ccc2n1, CC(=O)[O-], CC(=O)[O-], COCCOC, [Na+], [Na+], O=C([O-])[O-], [Pd+2], c1ccc(P(c2ccccc2)c2ccccc2)cc1, OB(O)c1cccnc1. The product is COc1ccccc1CNc1cc(-c2cccnc2)c2cc(Cl)ccc2n1. RXN SMILES: [Br:1][c:2]1[cH:3][c:4]([NH:13][CH2:14][c:15]2[c:16]([O:21][CH3:22])[cH:17][cH:18][cH:19][cH:20]2)[n:5][c:6]2[cH:7][cH:8][c:9]([Cl:12])[cH:10][c:11]12.[C:63]([O-:64])(=[O:65])[CH3:66].[C:68]([O-:69])(=[O:70])[CH3:71].[CH2:51]([CH2:52][O:53][CH3:54])[O:55][CH3:56].[Na+:57].[Na+:58].[O-:59][C:60](=[O:61])[O-:62].[Pd+2:67].[c:32]1([P:33]([c:34]2[cH:35][cH:36][cH:37][cH:38][cH:39]2)[c:40]2[cH:41][cH:42][cH:43][cH:44][cH:45]2)[cH:46][cH:47][cH:48][cH:49][cH:50]1.[n:23]1[cH:24][c:25]([B:29]([OH:30])[OH:31])[cH:26][cH:27][cH:28]1>>[c:2]1(-[c:25]2[cH:24][n:23][cH:28][cH:27][cH:26]2)[cH:3][c:4]([NH:13][CH2:14][c:15]2[c:16]([O:21][CH3:22])[cH:17][cH:18][cH:19][cH:20]2)[n:5][c:6]2[cH:7][cH:8][c:9]([Cl:12])[cH:10][c:11]12. Reactants: CC(C)(C)OC(=O)N[C@@H](C1CCCCC1)C(=O)O (boc-L-α-cyclohexylglycine), ON1N=NC2=C1C=CC=C2 (1-hydroxylbenzotriazole), C(C)(C)N(CC)C(C)C (diisopropylethylamine), O-benzotriazole-N,N,N,N-tetramethyl-urounium hexafluorophosphate, C(C1=CC=CC=C1)ON=CC1NCCC1 (pyrrolidine-2-carbaldehyde-O-benzyl-oxime). The solvent is ClCCl (dichloromethane), ClCCl (dichloromethane). Run at time 3 hour. Product: C(C)(C)(C)OC(N[C@H](C(=O)N1C(C(CC1)=NOCC1=CC=CC=C1)C)C1CCCCC1)=O ({(S)-2-[Benzyloxylimino-methyl-pyrrolidine-1-yl]-1-cyclohexyl-2-oxo-ethyl}-carbamic acid tert-butyl ester). Reaction SMILES: [CH3:1][C:2]([O:5][C:6]([NH:8][C@H:9]([C:16]([OH:18])=O)[CH:10]1[CH2:15][CH2:14][CH2:13][CH2:12][CH2:11]1)=[O:7])([CH3:4])[CH3:3].ON1C2C=CC=CC=2N=N1.C(N(C(C)C)CC)(C)C.[CH2:38]([O:45][N:46]=[CH:47][CH:48]1[CH2:52][CH2:51][CH2:50][NH:49]1)[C:39]1[CH:44]=[CH:43][CH:42]=[CH:41][CH:40]=1>ClCCl>[C:2]([O:5][C:6](=[O:7])[NH:8][C@@H:9]([CH:10]1[CH2:11][CH2:12][CH2:13][CH2:14][CH2:15]1)[C:16]([N:49]1[CH2:50][CH2:51][C:47](=[N:46][O:45][CH2:38][C:39]2[CH:40]=[CH:41][CH:42]=[CH:43][CH:44]=2)[CH:48]1[CH3:52])=[O:18])([CH3:1])([CH3:3])[CH3:4]. Procedure details: The solution of boc-L-α-cyclohexylglycine (1.27 g, 4.92 mmole), 1-hydroxylbenzotriazole (0.99 g, 7.38 mmole), diisopropylethylamine (2.54 g, 19.68 mmole), and O-benzotriazole-N,N,N,N-tetramethyl-urounium hexafluorophosphate (2.80 g, 7.38 mmole) in dichloromethane (30 ml) is stirred for 15 minutes at room temperature. A solution of pyrrolidine-2-carbaldehyde-O-benzyl-oxime (˜1.00 g, 0.49 mmole) in dichloromethane is added. The reaction solution is stirred for three hours at room temperature and t... Starting materials: CC(C)(C)OC(=O)NCC(=O)NCC(=O)OCc1ccccc1, Cl, C1COCCO1. Product: NCC(=O)NCC(=O)OCc1ccccc1, Cl. Reaction SMILES: [CH2:1]([c:2]1[cH:3][cH:4][cH:5][cH:6][cH:7]1)[O:8][C:9]([CH2:10][NH:11][C:12]([CH2:13][NH:14][C:15]([O:16][C:17]([CH3:18])([CH3:19])[CH3:20])=[O:21])=[O:22])=[O:23].[ClH:24].[O:25]1[CH2:26][CH2:27][O:28][CH2:29][CH2:30]1>>[CH2:1]([c:2]1[cH:3][cH:4][cH:5][cH:6][cH:7]1)[O:8][C:9]([CH2:10][NH:11][C:12]([CH2:13][NH2:14])=[O:22])=[O:23].[ClH:24]. Starting materials: [Br-], O=C(O)CCCCCC[P+](c1ccccc1)(c1ccccc1)c1ccccc1, CS(C)=O, [H-], [Na+], O=C(c1ccccc1)c1ccccc1, C1CCOC1. Product: O=C(O)CCCCCC=C(c1ccccc1)c1ccccc1. RXN SMILES: [Br-:7].[C:8](=[O:9])([OH:10])[CH2:11][CH2:12][CH2:13][CH2:14][CH2:15][CH2:16][P+:17]([c:18]1[cH:19][cH:20][cH:21][cH:22][cH:23]1)([c:24]1[cH:25][cH:26][cH:27][cH:28][cH:29]1)[c:30]1[cH:31][cH:32][cH:33][cH:34][cH:35]1.[CH3:3][S:4]([CH3:5])=[O:6].[H-:1].[Na+:2].[O:36]=[C:37]([c:38]1[cH:39][cH:40][cH:41][cH:42][cH:43]1)[c:44]1[cH:45][cH:46][cH:47][cH:48][cH:49]1.[O:50]1[CH2:51][CH2:52][CH2:53][CH2:54]1>>[C:8](=[O:9])([OH:10])[CH2:11][CH2:12][CH2:13][CH2:14][CH2:15][CH:16]=[C:37]([c:38]1[cH:39][cH:40][cH:41][cH:42][cH:43]1)[c:44]1[cH:45][cH:46][cH:47][cH:48][cH:49]1. Reactants: ClC1=CC=C(S1)C(=O)NCC=1N=CN(C1)C1=C(C=C(C=C1)N1C(C=CC=C1)=O)SC (5-chloro-N-((1-(2-(methylthio)-4-(2-oxopyridin-1(2H)-yl)phenyl)-1H-imidazol-4-yl)methyl)thiophene-2-carboxamide), C1=CC(=CC(=C1)Cl)C(=O)OO (mCPBA). Solvent: CC(=O)C (acetone). Run at time 30 minute. The product is ClC1=CC=C(S1)C(=O)NCC=1N=CN(C1)C1=C(C=C(C=C1)N1C(C=CC=C1)=O)S(=O)C (5-chloro-N-((1-(2-(methylsulfinyl)-4-(2-oxopyridin-1(2H)-yl)phenyl)-1H-imidazol-4-yl)methyl)thiophene-2-carboxamide), sulfone. As a reaction SMILES: [Cl:1][C:2]1[S:6][C:5]([C:7]([NH:9][CH2:10][C:11]2[N:12]=[CH:13][N:14]([C:16]3[CH:21]=[CH:20][C:19]([N:22]4[CH:27]=[CH:26][CH:25]=[CH:24][C:23]4=[O:28])=[CH:18][C:17]=3[S:29][CH3:30])[CH:15]=2)=[O:8])=[CH:4][CH:3]=1.C1C=C(Cl)C=C(C(OO)=[O:39])C=1>CC(C)=O>[Cl:1][C:2]1[S:6][C:5]([C:7]([NH:9][CH2:10][C:11]2[N:12]=[CH:13][N:14]([C:16]3[CH:21]=[CH:20][C:19]([N:22]4[CH:27]=[CH:26][CH:25]=[CH:24][C:23]4=[O:28])=[CH:18][C:17]=3[S:29]([CH3:30])=[O:39])[CH:15]=2)=[O:8])=[CH:4][CH:3]=1. Procedure details: To a solution of 5-chloro-N-((1-(2-(methylthio)-4-(2-oxopyridin-1(2H)-yl)phenyl)-1H-imidazol-4-yl)methyl)thiophene-2-carboxamide prepared above (16 mg, 0.035 mmol) in acetone (1 mL), mCPBA (70%, 12 mg, 0.049 mmol) was added. After being stirred at room temperature for 30 min, the mixture was purified by HPLC to give the sulfoxide (5 mg) and sulfone (3 mg). MS 473.0 and 475.0 (M+H, Cl pattern) for sulfoxide and 489.0 and 491.0 (M+H, Cl pattern) for sulfone. Reactants: CN(C)Cc1ccc(CSCCN)o1, CCO, Cn1ccc(Cc2cnc(N[N+](=O)[O-])[nH]c2=O)cc1=O. The product is CN(C)Cc1ccc(CSCCNc2ncc(Cc3ccn(C)c(=O)c3)c(=O)[nH]2)o1. Reaction SMILES: [CH3:21][N:22]([CH3:23])[CH2:24][c:25]1[o:26][c:27]([CH2:30][S:31][CH2:32][CH2:33][NH2:34])[cH:28][cH:29]1.[CH3:35][CH2:36][OH:37].[N+:1]([O-:2])(=[O:3])[NH:4][c:5]1[n:6][cH:7][c:8]([CH2:12][c:13]2[cH:14][c:15](=[O:20])[n:16]([CH3:19])[cH:17][cH:18]2)[c:9](=[O:11])[nH:10]1>>[NH:4]([c:5]1[n:6][cH:7][c:8]([CH2:12][c:13]2[cH:14][c:15](=[O:20])[n:16]([CH3:19])[cH:17][cH:18]2)[c:9](=[O:11])[nH:10]1)[CH2:33][CH2:32][S:31][CH2:30][c:27]1[o:26][c:25]([CH2:24][N:22]([CH3:21])[CH3:23])[cH:29][cH:28]1.